This data is from the Open Reaction Database (ORD), a public repository of structured organic reaction records. The task is: describe an organic reaction: reactants, conditions, products, and yield The reactants are COC=1C=C(C=CC1OC)S (3,4-dimethoxythiophenol), ClCC#N (chloroacetonitrile), C(=O)([O-])[O-].[K+].[K+] (K2CO3), CCOC(=O)C (AcOEt). The reagents and catalysts are CN(C)C=1C=CN=CC1 (DMAP). Run in CN(C)C=O (DMF). Conditions: temperature 80 celsius, time 20 hour. Product: COC=1C=C(C=CC1OC)SCC#N ((3,4-Dimethoxy-phenylsulfanyl)-acetonitrile). Isolated yield 83.9%. Reaction SMILES: [CH3:1][O:2][C:3]1[CH:4]=[C:5]([SH:11])[CH:6]=[CH:7][C:8]=1[O:9][CH3:10].Cl[CH2:13][C:14]#[N:15].C([O-])([O-])=O.[K+].[K+].CCOC(C)=O>CN(C=O)C.CN(C1C=CN=CC=1)C>[CH3:1][O:2][C:3]1[CH:4]=[C:5]([S:11][CH2:13][C:14]#[N:15])[CH:6]=[CH:7][C:8]=1[O:9][CH3:10] |f:2.3.4|. Procedure details: To a solution of 3,4-dimethoxythiophenol (5.0 g, 29.4 mmol) in dry DMF (150 ml), were added chloroacetonitrile (1.85 ml, 29.4 mmol), anhydrous K2CO3 (6.09 g, 44.1 mmol) and DMAP (358 mg, 2.9 mmol). The reaction mixture was stirred at 80° C. for 20 h under nitrogen. After cooling, the mixture was filtered and concentrated in vacuo. The residue was combined with H2O, extracted with CH2Cl2, the combined organic phases were dried over anhydrous MgSO4, filtered and concentrated to give a crude oil. F... Reactants: crude residue, C(=O)(C)C#N.O (AcCN H2O), N1=C(Cl)N=C(Cl)N=C1Cl (Cyanuric chloride), CN(C1=CC=C(C=C1)S(=O)(=O)N[C@@H](CC(C)C)C(=O)NC([C@@H](N)CCC1=CC=CC=C1)=O)C (N-[N-((4-dimethylaminophenyl)sulfonyl)-L-leucinyl]-L-homophenylalaninamide), 2h. Run in CN(C)C=O (DMF). Product: C(#N)[C@H](CCC1=CC=CC=C1)NC([C@H](CC(C)C)NS(=O)(=O)C1=CC=C(C=C1)N(C)C)=O (2-(S)-(4-Dimethylaminobenzenesulfonylamino)-4-methylpentanoic acid (1-(S)-cyano-3-phenylpropyl) amide). Yield: 57.0%. As a reaction SMILES: N1C(Cl)=NC(Cl)=NC=1Cl.[CH3:10][N:11]([CH3:42])[C:12]1[CH:17]=[CH:16][C:15]([S:18]([NH:21][C@H:22]([C:27]([NH:29][C:30](=O)[C@H:31](CCC2C=CC=CC=2)[NH2:32])=[O:28])[CH2:23][CH:24]([CH3:26])[CH3:25])(=[O:20])=[O:19])=[CH:14][CH:13]=1.[C:43]([C:46]#N)([CH3:45])=O.O>CN(C=O)C>[C:31]([C@@H:30]([NH:29][C:27](=[O:28])[C@@H:22]([NH:21][S:18]([C:15]1[CH:14]=[CH:13][C:12]([N:11]([CH3:10])[CH3:42])=[CH:17][CH:16]=1)(=[O:20])=[O:19])[CH2:23][CH:24]([CH3:26])[CH3:25])[CH2:45][CH2:43][C:46]1[CH:16]=[CH:17][CH:12]=[CH:13][CH:14]=1)#[N:32] |f:2.3|. Reported procedure: Cyanuric chloride (33 mg, 0.18 mmol) was added to a solution of N-[N-((4-dimethylaminophenyl)sulfonyl)-L-leucinyl]-L-homophenylalaninamide (80 mg, 0.18 mmol) in DMF (2 mL) at 0° C. After stirring for 2h, the reaction was quenched by addition of satd. NaHCO3, filtered, diluted with EtOAc, washed sequentially with H2O (×5), brine, dried over Na2SO4, and concentrated giving a yellow foam. The crude residue was fractionated by preparative HPLC (65% AcCN/H2O/0.1% TFA) giving the title compound (47 mg...